Dataset: the Open Reaction Database (ORD), a public repository of structured organic reaction records. Task: describe an organic reaction: reactants, conditions, products, and yield The reactants are C(C)NC(NC=1SC2=C(N1)C=C(C=C2NC(C2=NC=CC=C2)=O)C=2C=NC(=NC2)N2CCC(CC2)(C(=O)OCC)C)=O (Ethyl 1-(5-(2-(3-ethylureido)-7-(picolinamido)benzo[d]thiazol-5-yl)pyrimidin-2-yl)-4-methylpiperidine-4-carboxylate), CC(C)([O-])C.[K+] (potassium-t-butoxide). Solvent: CS(=O)C (DMSO). Product: C(C)NC(NC=1SC2=C(N1)C=C(C=C2NC(C2=NC=CC=C2)=O)C=2C=NC(=NC2)N2CCC(CC2)(C(=O)O)C)=O (1-(5-(2-(3-Ethylureido)-7-(picolinamido)benzo[d]thiazol-5-yl)pyrimidin-2-yl)-4-methylpiperidine-4-carboxylic acid). Yield: 30.4%. RXN SMILES: [CH2:1]([NH:3][C:4](=[O:42])[NH:5][C:6]1[S:7][C:8]2[C:14]([NH:15][C:16](=[O:23])[C:17]3[CH:22]=[CH:21][CH:20]=[CH:19][N:18]=3)=[CH:13][C:12]([C:24]3[CH:25]=[N:26][C:27]([N:30]4[CH2:35][CH2:34][C:33]([CH3:41])([C:36]([O:38]CC)=[O:37])[CH2:32][CH2:31]4)=[N:28][CH:29]=3)=[CH:11][C:9]=2[N:10]=1)[CH3:2].CC(C)([O-])C.[K+]>CS(C)=O>[CH2:1]([NH:3][C:4](=[O:42])[NH:5][C:6]1[S:7][C:8]2[C:14]([NH:15][C:16](=[O:23])[C:17]3[CH:22]=[CH:21][CH:20]=[CH:19][N:18]=3)=[CH:13][C:12]([C:24]3[CH:25]=[N:26][C:27]([N:30]4[CH2:35][CH2:34][C:33]([CH3:41])([C:36]([OH:38])=[O:37])[CH2:32][CH2:31]4)=[N:28][CH:29]=3)=[CH:11][C:9]=2[N:10]=1)[CH3:2] |f:1.2|. Procedure: Ethyl 1-(5-(2-(3-ethylureido)-7-(picolinamido)benzo[d]thiazol-5-yl)pyrimidin-2-yl)-4-methylpiperidine-4-carboxylate (100 mg, 0.17 mmol) was dissolved in DMSO (2 ml) with stirring and potassium-t-butoxide (76 mg, 0.68 mmol) added. The reaction was stirred at rt for 2 h. The reaction mixture was filtered and purified by preparative HPLC to afford Compound 149 as a solid (29 mg, 98% purity by LC-MS) (30%). 1H NMR (DMSO-d6): δ 10.87 (1H, s), 8.84 (1H, d, J=4.78 Hz), 8.78 (2H, s), 8.25 (1H, d, J=7.82... Reactants: CCOC(=O)CCSCc1nnsc1SCCC(=O)OCC, O=C(OO)c1cccc(Cl)c1, ClCCl. The product is CCOC(=O)CCSc1snnc1CO. As a reaction SMILES: [CH2:1]([CH3:2])[O:3][C:4](=[O:5])[CH2:6][CH2:7][S:8][c:9]1[c:10]([CH2:14][S:15][CH2:16][CH2:17][C:18]([O:19][CH2:20][CH3:21])=[O:22])[n:11][n:12][s:13]1.[Cl:23][c:24]1[cH:25][c:26]([C:31](=[O:28])[O:32][OH:33])[cH:27][cH:29][cH:30]1.[Cl:34][CH2:35][Cl:36]>>[CH2:1]([CH3:2])[O:3][C:4](=[O:5])[CH2:6][CH2:7][S:8][c:9]1[c:10]([CH2:14][OH:28])[n:11][n:12][s:13]1. The reactants are BrC1=C2C=C(C(C2=CC=C1C)[Si](C)(C)C1C(=CC2=C(C(=CC=C12)C)Br)C)C (Bis(4-bromo-2,5-dimethyl-1H-inden-1-yl)(dimethyl)silane), C1(=CC=CC=C1)[Mg]Br (phenylmagnesium bromide), white solid. Reagents/catalysts: CC(C)([P](C(C)(C)C)([Pd][P](C(C)(C)C)(C(C)(C)C)C(C)(C)C)C(C)(C)C)C (Pd(PtBu3)2), [Cl-].[Cl-].[Zn+2] (ZnCl2). The solvent is C1CCOC1 (THF), C1CCOC1 (THF), C1CCOC1 (THF), C1CCOC1 (THF). Conditions: time 1 hour. Yields the product C1(=CC=CC=C1)C1=C2C=C(C(C2=CC=C1C)[Si](C)(C)C1C(=CC2=C(C(=CC=C12)C)C1=CC=CC=C1)C)C (bis(4-phenyl-2,5-dimethyl-1H-inden-1-yl)(dimethyl)silane). As a reaction SMILES: [C:1]1([Mg]Br)[CH:6]=[CH:5][CH:4]=[CH:3][CH:2]=1.Br[C:10]1[C:18]([CH3:19])=[CH:17][CH:16]=[C:15]2[C:11]=1[CH:12]=[C:13]([CH3:35])[CH:14]2[Si:20]([CH:23]1[C:31]2[C:26](=[C:27](Br)[C:28]([CH3:32])=[CH:29][CH:30]=2)[CH:25]=[C:24]1[CH3:34])([CH3:22])[CH3:21]>C1COCC1.[Cl-].[Cl-].[Zn+2].CC(C)([P](C(C)(C)C)([Pd][P](C(C)(C)C)(C(C)(C)C)C(C)(C)C)C(C)(C)C)C>[C:1]1([C:10]2[C:18]([CH3:19])=[CH:17][CH:16]=[C:15]3[C:11]=2[CH:12]=[C:13]([CH3:35])[CH:14]3[Si:20]([CH:23]2[C:31]3[C:26](=[C:27]([C:1]4[CH:6]=[CH:5][CH:4]=[CH:3][CH:2]=4)[C:28]([CH3:32])=[CH:29][CH:30]=3)[CH:25]=[C:24]2[CH3:34])([CH3:22])[CH3:21])[CH:6]=[CH:5][CH:4]=[CH:3][CH:2]=1 |f:3.4.5,^1:46,52|. Procedure: In an argon atmosphere, to a solution of 15 mL of THF with 29.0 ml of 0.5 M ZnCl2 (14.5 mmol) in THF, 13.0 ml of 1.0 M phenylmagnesium bromide (13.0 mmol) in THF was added at ambient temperature. This mixture was stirred for 1 hour, and, then, 10.0 ml of 0.02 M Pd(PtBu3)2 (0.20 mmol, 4 mol. %) in THF and 2.51 g (5.0 mmol) of 2 were added. The resulting mixture was stirred for 5 hours at reflux. The product was isolated by flash chromatography on Silica Gel 60 (40-63 μm, d 30 mm, l 100 mm; eluent... The reactants are CS(=O)(=O)N1CCC(N)CC1, COc1cc(Cl)c(F)cc1C(=O)c1ccc(Cl)nc1N. Product: COc1cc(Cl)c(F)cc1C(=O)c1ccc(NC2CCN(S(C)(=O)=O)CC2)nc1N. RXN SMILES: [CH3:21][S:22](=[O:23])(=[O:24])[N:25]1[CH2:26][CH2:27][CH:28]([NH2:31])[CH2:29][CH2:30]1.[NH2:1][c:2]1[n:3][c:4]([Cl:20])[cH:5][cH:6][c:7]1[C:8](=[O:9])[c:10]1[c:11]([O:18][CH3:19])[cH:12][c:13]([Cl:17])[c:14]([F:16])[cH:15]1>>[NH2:1][c:2]1[n:3][c:4]([NH:31][CH:28]2[CH2:27][CH2:26][N:25]([S:22]([CH3:21])(=[O:23])=[O:24])[CH2:30][CH2:29]2)[cH:5][cH:6][c:7]1[C:8](=[O:9])[c:10]1[c:11]([O:18][CH3:19])[cH:12][c:13]([Cl:17])[c:14]([F:16])[cH:15]1. Reactants: BrCCCC (1-bromo-butane), C([O-])([O-])=O.[Cs+].[Cs+] (cesium carbonate), BrC1=NC2=NC=NC=C2N1 (8-Bromopurine), CN(C)C=O (DMF). Procedure: 8-Bromopurine (2.2 g, 10 mmole) was dissolved in 50 ml of DMF before adding 1-bromo-butane (2.2 ml, 20 mmol) and cesium carbonate (6.7 g, 20 mmol) into the solution. The reaction mixture was left stirring at room temperature for 16 hours before quenching with water and extracting with EtOAc. The organic layer was w ashed with water and dried with MgSO4 before removing solvent under reduced pressure. A white powder (0.9 g, 33%) of 8-Bromo-9-butyl-9H-purin-6-ylamine was isolated using silica gel c... Isolated yield 33.0%. Reaction conditions: time 16 hour. The product is BrC=1N(C2=NC=NC(=C2N1)N)CCCC (8-Bromo-9-butyl-9H-purin-6-ylamine). Reaction SMILES: [Br:1][C:2]1[NH:10][C:9]2[C:4](=[N:5][CH:6]=[N:7][CH:8]=2)[N:3]=1.Br[CH2:12][CH2:13][CH2:14][CH3:15].C(=O)([O-])[O-].[Cs+].[Cs+].C[N:23](C=O)C>>[Br:1][C:2]1[N:3]([CH2:12][CH2:13][CH2:14][CH3:15])[C:4]2[C:9]([N:10]=1)=[C:8]([NH2:23])[N:7]=[CH:6][N:5]=2 |f:2.3.4|. Starting materials: [Br-], O=C([O-])O, C[Si](C)(C)[N-][Si](C)(C)C, C[P+](c1ccccc1)(c1ccccc1)c1ccccc1, O=C1CC(c2ccc(Cl)cc2)(c2nnc3n2CCCCCC3)C1, [K+], [Na+], C1CCOC1. Yields the product C=C1CC(c2ccc(Cl)cc2)(c2nnc3n2CCCCCC3)C1. RXN SMILES: [Br-:44].[C:34](=[O:35])([OH:36])[O-:37].[CH3:24][Si:25]([N-:26][Si:27]([CH3:28])([CH3:29])[CH3:30])([CH3:31])[CH3:32].[CH3:45][P+:46]([c:47]1[cH:48][cH:49][cH:50][cH:51][cH:52]1)([c:53]1[cH:54][cH:55][cH:56][cH:57][cH:58]1)[c:59]1[cH:60][cH:61][cH:62][cH:63][cH:64]1.[Cl:1][c:2]1[cH:3][cH:4][c:5]([C:8]2([c:13]3[n:14][n:15][c:16]4[n:17]3[CH2:18][CH2:19][CH2:20][CH2:21][CH2:22][CH2:23]4)[CH2:9][C:10](=[O:12])[CH2:11]2)[cH:6][cH:7]1.[K+:33].[Na+:38].[O:39]1[CH2:40][CH2:41][CH2:42][CH2:43]1>>[Cl:1][c:2]1[cH:3][cH:4][c:5]([C:8]2([c:13]3[n:14][n:15][c:16]4[n:17]3[CH2:18][CH2:19][CH2:20][CH2:21][CH2:22][CH2:23]4)[CH2:9][C:10](=[CH2:24])[CH2:11]2)[cH:6][cH:7]1.